The task is: describe an organic reaction: reactants, conditions, products, and yield. This data is from the Open Reaction Database (ORD), a public repository of structured organic reaction records. The reactants are N1CC(C1)C1=NC(=NN1)C1=NC(=CC=C1)C (2-(5-Azetidine-3-yl-[1,2,4]triazole-3-yl)-6-methylpyridine), CC=1N=C2N(C(=C(C(=N2)C2=CC=C(C=O)C=C2)C2=CC=CC=C2)NC(C)C)C1 (4-(2-methyl-5-isopropylamino-6-phenyl-imidazo[1,2-a]pyrimidin-7-yl)-benzaldehyde). Yields the product C(C)(C)NC1=C(C(=NC=2N1C=C(N2)C)C2=CC=C(C=C2)CN2CC(C2)C2=NNC(=N2)C2=NC(=CC=C2)C)C2=CC=CC=C2 (isopropyl-(2-methyl-6-phenyl-7-{4-{3-[5-(6-methylpyridine-2-yl)-1H-[1,2,4]triazole-3-yl)-azetidine-1-ylmethyl]-phenyl}-imidazo[1,2-a]pyrimidin-5-yl)-amine). RXN SMILES: [NH:1]1[CH2:4][CH:3]([C:5]2[NH:9][N:8]=[C:7]([C:10]3[CH:15]=[CH:14][CH:13]=[C:12]([CH3:16])[N:11]=3)[N:6]=2)[CH2:2]1.[CH3:17][C:18]1[N:19]=[C:20]2[N:25]=[C:24]([C:26]3[CH:33]=[CH:32][C:29]([CH:30]=O)=[CH:28][CH:27]=3)[C:23]([C:34]3[CH:39]=[CH:38][CH:37]=[CH:36][CH:35]=3)=[C:22]([NH:40][CH:41]([CH3:43])[CH3:42])[N:21]2[CH:44]=1>>[CH:41]([NH:40][C:22]1[N:21]2[CH:44]=[C:18]([CH3:17])[N:19]=[C:20]2[N:25]=[C:24]([C:26]2[CH:33]=[CH:32][C:29]([CH2:30][N:1]3[CH2:4][CH:3]([C:5]4[N:6]=[C:7]([C:10]5[CH:15]=[CH:14][CH:13]=[C:12]([CH3:16])[N:11]=5)[NH:8][N:9]=4)[CH2:2]3)=[CH:28][CH:27]=2)[C:23]=1[C:34]1[CH:35]=[CH:36][CH:37]=[CH:38][CH:39]=1)([CH3:43])[CH3:42]. Reported procedure: The compound is prepared in analogy to example 64. 399.3 mg 2-(5-Azetidine-3-yl-[1,2,4]triazole-3-yl)-6-methylpyridine×2HCl (60% pure) are reacted with 280 mg (0.76 mmol) 4-(2-methyl-5-isopropylamino-6-phenyl-imidazo[1,2-a]pyrimidin-7-yl)-benzaldehyde to yield finally after HPLC purification 10.4 mg (2.34%) of the desired compound. Reactants: CC=1SC=C(N1)C1=CC(OC2=CC(=CC=C12)C(=O)OC)=O (methyl 4-(2-methyl-1,3-thiazol-4-yl)-2-oxo-2H-chromene-7-carboxylate), [OH-].[Li+] (lithium hydroxide). Solvent: C1CCOC1 (THF). Reaction conditions: temperature 65 celsius, time 1 hour. The product is CC=1SC=C(N1)C1=CC(OC2=CC(=CC=C12)C(=O)O)=O (4-(2-Methyl-1,3-thiazol-4-yl)-2-oxo-2H-chromene-7-carboxylic acid). Reaction SMILES: [CH3:1][C:2]1[S:3][CH:4]=[C:5]([C:7]2[C:16]3[C:11](=[CH:12][C:13]([C:17]([O:19]C)=[O:18])=[CH:14][CH:15]=3)[O:10][C:9](=[O:21])[CH:8]=2)[N:6]=1.[OH-].[Li+]>C1COCC1>[CH3:1][C:2]1[S:3][CH:4]=[C:5]([C:7]2[C:16]3[C:11](=[CH:12][C:13]([C:17]([OH:19])=[O:18])=[CH:14][CH:15]=3)[O:10][C:9](=[O:21])[CH:8]=2)[N:6]=1 |f:1.2|. Procedure details: To a solution of methyl 4-(2-methyl-1,3-thiazol-4-yl)-2-oxo-2H-chromene-7-carboxylate (1.0 g, 3.32 mmol) in THF (33 ml) was added lithium hydroxide 1 M (16.6 ml, 16.6 mmol). The reaction was heated at 65° C. for 90 min, cooled to rt and evaporated. A solution of HCl 2N was then added to the residue and the mixture stirred for 1 h. The powder was filtered to give the title compound. 1H NMR (400 MHz, DMSO-d6): δ 8.37 (m, 1H), 8.28 (s, 1H), 7.87 (m, 2H), 6.85 (s, 1H), 2.80 (s, 3H). The reactants are CC=1C=CC=C2CCCNC12 (8-Methyl-1,2,3,4-tetrahydroquinoline), ClCCCI (1-chloro-3-iodopropane), C(=O)([O-])[O-].[Cs+].[Cs+] (Cs2CO3), C(=O)([O-])[O-].[K+].[K+] (K2CO3), C(CCC)C1CCNCC1 (4-butylpiperidine). The solvent is C(C)#N (acetonitrile), O (Water). Conditions: temperature 60 celsius, time 2 day. The product is C(CCC)C1CCN(CC1)CCCN1CCCC2=CC=CC(=C12)C (1-[3-(4-Butyl-piperidin-1-yl)-propyl]-8-methyl-1,2,3,4-tetrahydro-quinoline). As a reaction SMILES: [CH3:1][C:2]1[CH:3]=[CH:4][CH:5]=[C:6]2[C:11]=1[NH:10][CH2:9][CH2:8][CH2:7]2.Cl[CH2:13][CH2:14][CH2:15]I.C([O-])([O-])=O.[Cs+].[Cs+].C([O-])([O-])=O.[K+].[K+].[CH2:29]([CH:33]1[CH2:38][CH2:37][NH:36][CH2:35][CH2:34]1)[CH2:30][CH2:31][CH3:32]>C(#N)C.O>[CH2:29]([CH:33]1[CH2:38][CH2:37][N:36]([CH2:13][CH2:14][CH2:15][N:10]2[C:11]3[C:6](=[CH:5][CH:4]=[CH:3][C:2]=3[CH3:1])[CH2:7][CH2:8][CH2:9]2)[CH2:35][CH2:34]1)[CH2:30][CH2:31][CH3:32] |f:2.3.4,5.6.7|. Reported procedure: 8-Methyl-1,2,3,4-tetrahydroquinoline (125 mg, 0.85 mmol), 1-chloro-3-iodopropane (82 μl, 0.77 mmol) and Cs2CO3 (415 mg, 1.27 mmol) in acetonitrile (2 mL) were shaken at 60° C. for 7 days. KI (140 mg, 0.85 mmol), K2CO3 (117 mg, 0.85 mmol) and 4-butylpiperidine (113 μl, 0.68 mmol) were added and the reaction mixture was shaken at 60° C. for 2 days. Water (5 mL) was added and the product was extracted with ethyl acetate (2×10 mL). The organic layer was dried (Na2SO4) and concentrated in vacuo. The ...